describe an organic reaction: reactants, conditions, products, and yield From a dataset of the Open Reaction Database (ORD), a public repository of structured organic reaction records. Product: CC(C)(C)OC(=O)NC1=NC(c2cc(NC(=O)c3ccc(C#N)cn3)ccc2F)(C(F)(F)F)CCOC1. As a reaction SMILES: [C:1]([CH3:2])([CH3:3])([CH3:4])[O:5][C:6]([NH:7][C:8]1=[N:14][C:13]([C:15]([F:16])([F:17])[F:18])([c:19]2[c:20]([F:26])[cH:21][cH:22][c:23]([NH2:25])[cH:24]2)[CH2:12][CH2:11][O:10][CH2:9]1)=[O:27].[C:28](#[N:29])[c:30]1[cH:31][cH:32][c:33]([C:36](=[O:37])[OH:38])[n:34][cH:35]1.[CH2:39]([Cl:40])[CH2:41][Cl:42].[CH:43]([N:44]([CH2:45][CH3:46])[CH:47]([CH3:48])[CH3:49])([CH3:50])[CH3:51].[O:52]=[CH:53][N:54]([CH3:55])[CH3:56]>>[C:1]([CH3:2])([CH3:3])([CH3:4])[O:5][C:6]([NH:7][C:8]1=[N:14][C:13]([C:15]([F:16])([F:17])[F:18])([c:19]2[c:20]([F:26])[cH:21][cH:22][c:23]([NH:25][C:36]([c:33]3[cH:32][cH:31][c:30]([C:28]#[N:29])[cH:35][n:34]3)=[O:37])[cH:24]2)[CH2:12][CH2:11][O:10][CH2:9]1)=[O:27]. The reactants are CC(C)(C)OC(=O)NC1=NC(c2cc(N)ccc2F)(C(F)(F)F)CCOC1, N#Cc1ccc(C(=O)O)nc1, ClCCCl, CCN(C(C)C)C(C)C, CN(C)C=O.